This data is from the Open Reaction Database (ORD), a public repository of structured organic reaction records. The task is: describe an organic reaction: reactants, conditions, products, and yield Reactants: COC=1C=C(C=CC1)O (3-Methoxyphenol), CuO, Cu(II) acetate hydrate, BrC1=CC=CC=C1 (bromobenzene), C(=O)([O-])[O-].[K+].[K+] (K2CO3), resultant mixture. The reagents and catalysts are [Cu] (copper), S(=O)(=O)([O-])[O-].[Cu+2] (copper sulfate). Run in N1=CC=CC=C1 (pyridine). Product: O(C1=CC=CC=C1)C=1C=C(C=CC1)OC (3-phenoxyanisole). Isolated yield 75.0%. RXN SMILES: [CH3:1][O:2][C:3]1[CH:4]=[C:5]([OH:9])[CH:6]=[CH:7][CH:8]=1.Br[C:11]1[CH:16]=[CH:15][CH:14]=[CH:13][CH:12]=1.C([O-])([O-])=O.[K+].[K+]>N1C=CC=CC=1.[Cu].S([O-])([O-])(=O)=O.[Cu+2]>[O:9]([C:5]1[CH:4]=[C:3]([O:2][CH3:1])[CH:8]=[CH:7][CH:6]=1)[C:11]1[CH:16]=[CH:15][CH:14]=[CH:13][CH:12]=1 |f:2.3.4,7.8|. Reported procedure: 3-Methoxyphenol (287.4 g; 2.3 Mol), 316.0 g (2.0 Mol) of bromobenzene, 552 g (4.0 Mol) of K2CO3, 12.0 g (0.19 Mol) of activated copper (prepared according to Org. Syn. Coll. Vol. II, p 445-6), Cu(II) acetate hydrate 2.0 g (11 mMol), CuO powder (2.0 g; 25 mMol), and 2.0 g of copper sulfate (13 mMol) were combined in 1500 mL of dry pyridine. The resultant mixture was heated under reflux for 3 days. After cooling, the mixture was concentrated under reduced pressure, then treated with 6N HCl. Extrac...